Dataset: the Open Reaction Database (ORD), a public repository of structured organic reaction records. Task: describe an organic reaction: reactants, conditions, products, and yield Reactants: CC=1C=C(OCC2=NC=CC=N2)C=CC1[N+](=O)[O-] (2-[(3-methyl-4-nitrophenoxy)methyl]pyrimidine), [Cl-].[NH4+] (ammonium chloride). The reagents and catalysts are [Fe] (iron). Solvent: C(C)O (ethanol), O (water). The product is CC1=C(N)C=CC(=C1)OCC1=NC=CC=N1 (2-methyl-4-(2-pyrimidinylmethoxy)aniline). Yield: 99.6%. Reaction SMILES: [CH3:1][C:2]1[CH:3]=[C:4]([CH:13]=[CH:14][C:15]=1[N+:16]([O-])=O)[O:5][CH2:6][C:7]1[N:12]=[CH:11][CH:10]=[CH:9][N:8]=1.[Cl-].[NH4+]>C(O)C.O.[Fe]>[CH3:1][C:2]1[CH:3]=[C:4]([O:5][CH2:6][C:7]2[N:8]=[CH:9][CH:10]=[CH:11][N:12]=2)[CH:13]=[CH:14][C:15]=1[NH2:16] |f:1.2|. Reported procedure: To a solution of 2-[(3-methyl-4-nitrophenoxy)methyl]pyrimidine (0.18 g, 0.7 mmol) in ethanol (4.0 mL) and water (1.0 mL), iron (0.40 g, 7.2 mmol) and ammonium chloride (0.020 g, 0.37 mmol) were added. The mixture was refluxed for 1.5 h. Cooled to ambient temperature, the reaction mixture was filtered over Celite to remove unneeded materials and the filtrate was concentrated to afford 2-methyl-4-(2-pyrimidinylmethoxy)aniline (0.15 g, crude material) as solid. Starting materials: O=C1OC(=NS1)C(=O)OCC (ethyl 2-oxo-1,3,4-oxathiazole-5-carboxylate), C(C1=CC=CC=C1)#N (benzonitrile), ClC1=C(C=CC=C1)Cl (1,2-dichlorobenzene). Product: C1(=CC=CC=C1)C1=NC(=NS1)C(=O)OCC (Ethyl 5-phenyl-1,2,4-thiadiazole-3-carboxylate). Isolated yield 3.0%. RXN SMILES: O=C1[S:6][N:5]=[C:4]([C:7]([O:9][CH2:10][CH3:11])=[O:8])O1.[C:12](#[N:19])[C:13]1[CH:18]=[CH:17][CH:16]=[CH:15][CH:14]=1.ClC1C=CC=CC=1Cl>>[C:13]1([C:12]2[S:6][N:5]=[C:4]([C:7]([O:9][CH2:10][CH3:11])=[O:8])[N:19]=2)[CH:18]=[CH:17][CH:16]=[CH:15][CH:14]=1. Reported procedure: A mixture of ethyl 2-oxo-1,3,4-oxathiazole-5-carboxylate (U.S. Publication No. 2005/0096362) (1.5 g, 8.56 mmol) and benzonitrile (4.37 ml, 42.8 mmol) in 1,2-dichlorobenzene (15.42 ml, 137 mmol) was heated to 160° C. for 4 days. The reaction was then cooled down to RT and the solvent was evaporated by heated the reaction at 75° C. at maximum vacuum. The residue was purified on silica gel chromatography (100% CH2Cl2 to 3% EtOAc in CH2Cl2) to provide the title material (0.064 g, 3%). LC (Method B):... Starting materials: ClC1=C(C(=NC=C1C(=O)OCC)C)C1=CC=C(C=C1)OC (ethyl 4-chloro-3-(4-methoxyphenyl)-2-methyl-5-pyridinecarboxylate), Cl.COC1=CC=C(C=C1)NN (4-methoxyphenylhydrazine hydrochloride), Cl.COC1=CC=C(C=C1)NN (4-methoxyphenylhydrazine hydrochloride). Solvent: C(CCC)O (1-butanol). Product: COC1=CC=C(C=C1)N1N=C2C(=CNC(=C2C2=CC=C(C=C2)OC)C)C1=O (2,5-Dihydro-2,7-bis(4-methoxyphenyl)-6-methylpyrazolo[4,3-c]pyridin-3-one). Isolated yield 20.9%. As a reaction SMILES: Cl[C:2]1[C:7]([C:8]([O:10]CC)=O)=[CH:6][N:5]=[C:4]([CH3:13])[C:3]=1[C:14]1[CH:19]=[CH:18][C:17]([O:20][CH3:21])=[CH:16][CH:15]=1.Cl.[CH3:23][O:24][C:25]1[CH:30]=[CH:29][C:28]([NH:31][NH2:32])=[CH:27][CH:26]=1>C(O)CCC>[CH3:23][O:24][C:25]1[CH:30]=[CH:29][C:28]([N:31]2[C:8](=[O:10])[C:7]3=[CH:6][NH:5][C:4]([CH3:13])=[C:3]([C:14]4[CH:15]=[CH:16][C:17]([O:20][CH3:21])=[CH:18][CH:19]=4)[C:2]3=[N:32]2)=[CH:27][CH:26]=1 |f:1.2|. Procedure details: A mixture of ethyl 4-chloro-3-(4-methoxyphenyl)-2-methyl-5-pyridinecarboxylate (0.1842 g, 0.602 mmol) and 4-methoxyphenylhydrazine hydrochloride (0.1000 g, 0.724 mmol) in anhydrous 1-butanol (7 ml) was degassed by evaporating the flask under vacuum and refilling with nitrogen several times. The mixture was then stirred at reflux under nitrogen for 32 h, during which time more 4-methoxyphenylhydrazine hydrochloride (0.1001 g, 0.724 mmol) was added. The solvent was removed in vacuo and the residue...